This data is from the Open Reaction Database (ORD), a public repository of structured organic reaction records. The task is: describe an organic reaction: reactants, conditions, products, and yield Reactants: C(C)(=O)N1CCCCC2=C1C=C1C(=C2)OCC12CCN(CC2)C (5-Acetyl-3,5,6,7,8,9-hexahydro-1'-methylspiro [2H-furo[2,3-h]benzazepine-3,4'-piperidine]), Cl (HCl). Yields the product CN1CCC2(CC1)COC=1C2=CC2=C(CCCCN2)C1 (3,5,6,7,8,9-Hexahydro-1'-methylspiro[2H-furo[2,3-h]benzazapine-3,4'-piperidine]). The yield is 90.9%. Reaction SMILES: C([N:4]1[C:10]2[CH:11]=[C:12]3[C:17]4([CH2:22][CH2:21][N:20]([CH3:23])[CH2:19][CH2:18]4)[CH2:16][O:15][C:13]3=[CH:14][C:9]=2[CH2:8][CH2:7][CH2:6][CH2:5]1)(=O)C.Cl>>[CH3:23][N:20]1[CH2:19][CH2:18][C:17]2([C:12]3=[CH:11][C:10]4[NH:4][CH2:5][CH2:6][CH2:7][CH2:8][C:9]=4[CH:14]=[C:13]3[O:15][CH2:16]2)[CH2:22][CH2:21]1. Procedure: 5-Acetyl-3,5,6,7,8,9-hexahydro-1'-methylspiro [2H-furo[2,3-h]benzazepine-3,4'-piperidine] (D27, 0.25 g, 0.82 mmol) was stirred at reflux under Ar in c. HCl (15 ml) for 4 days. It was then evaporated to dryness, dissolved in dichloromethane, washed with K2CO3 solution, dried (Na2SO4) and evaporated to give the title compound (0.203 g) as a brown gum, still containing ca. 15% of amide (NMR). Chromatography on silica, eluting with 0-15% methanol in dichloromethane, give purer material (0.107 g, 49%... The reactants are ClC(OCC(F)([N+](=O)[O-])[N+](=O)[O-])OCC([N+](=O)[O-])([N+](=O)[O-])F (chloro bis(2-fluoro-2,2-dinitroethoxy)methane), C(#N)[Si](C)(C)C (cyanotrimethylsilane). The solvent is ClC(C)Cl (dichloroethane). Product: FC(COC(C#N)OCC(F)([N+](=O)[O-])[N+](=O)[O-])([N+](=O)[O-])[N+](=O)[O-] (bis(2-fluoro-2,2-dinitroethoxy)acetonitrile). Isolated yield 63.4%. As a reaction SMILES: Cl[CH:2]([O:13][CH2:14][C:15]([F:22])([N+:19]([O-:21])=[O:20])[N+:16]([O-:18])=[O:17])[O:3][CH2:4][C:5]([N+:10]([O-:12])=[O:11])([N+:7]([O-:9])=[O:8])[F:6].[C:23]([Si](C)(C)C)#[N:24]>ClC(Cl)C>[F:6][C:5]([N+:10]([O-:12])=[O:11])([N+:7]([O-:9])=[O:8])[CH2:4][O:3][CH:2]([O:13][CH2:14][C:15]([N+:19]([O-:21])=[O:20])([N+:16]([O-:18])=[O:17])[F:22])[C:23]#[N:24]. Procedure details: A solution of chloro bis(2-fluoro-2,2-dinitroethoxy)methane (2.45, 6.9 mmol) prepared in example 2 and cyanotrimethylsilane (0.77 g, 7.8 mmol) in 15 ml of dichloroethane was refluxed for 40 hours. NMR analysis showed consumption of the chloroformal and the presence of the cyanoformal together with a small amount of 2-fluoro-2,2-dinitroethyl formate. A 2.45 g residue from concentration of the reaction solution on a rotary evaporator was chromatographed on Silica Gel 60 (70-230 mesh, 25 g) with a ...